This data is from the Open Reaction Database (ORD), a public repository of structured organic reaction records. The task is: describe an organic reaction: reactants, conditions, products, and yield Starting materials: CCOC(=O)N=S(C)(=O)c1ccc(COc2cc3ncnc(NC(C)C)c3cc2Br)cc1, CC[O-], CCO, [Na+], [Na+], [Na+], O=C([O-])[O-]. Product: CC(C)Nc1ncnc2cc(OCc3ccc(S(C)(=N)=O)cc3)c(Br)cc12. Reaction SMILES: [Br:1][c:2]1[cH:3][c:4]2[c:5]([NH:29][CH:30]([CH3:31])[CH3:32])[n:6][cH:7][n:8][c:9]2[cH:10][c:11]1[O:12][CH2:13][c:14]1[cH:15][cH:16][c:17]([S:20](=[O:21])(=[N:22][C:23]([O:24][CH2:25][CH3:26])=[O:27])[CH3:28])[cH:18][cH:19]1.[CH3:34][CH2:35][O-:36].[CH3:43][CH2:44][OH:45].[Na+:33].[Na+:37].[Na+:38].[O-:39][C:40](=[O:41])[O-:42]>>[Br:1][c:2]1[cH:3][c:4]2[c:5]([NH:29][CH:30]([CH3:31])[CH3:32])[n:6][cH:7][n:8][c:9]2[cH:10][c:11]1[O:12][CH2:13][c:14]1[cH:15][cH:16][c:17]([S:20](=[O:21])(=[NH:22])[CH3:28])[cH:18][cH:19]1. Starting materials: N#Cc1ccc(C(=O)N2CCC3(CC2)OCCO3)cc1, COc1ccc(P2(=S)SP(=S)(c3ccc(OC)cc3)S2)cc1, C1COCCO1. Yields the product N#Cc1ccc(C(=S)N2CCC3(CC2)OCCO3)cc1. RXN SMILES: [CH2:1]1[CH2:2][O:3][C:4]2([CH2:5][CH2:6][N:7]([C:10]([c:11]3[cH:12][cH:13][c:14]([C:17]#[N:18])[cH:15][cH:16]3)=[O:19])[CH2:8][CH2:9]2)[O:20]1.[CH3:21][O:22][c:23]1[cH:24][cH:25][c:26]([P:27]2(=[S:30])[S:28][P:29]([c:31]3[cH:32][cH:33][c:34]([O:35][CH3:36])[cH:37][cH:38]3)(=[S:39])[S:40]2)[cH:41][cH:42]1.[O:43]1[CH2:44][CH2:45][O:46][CH2:47][CH2:48]1>>[CH2:1]1[CH2:2][O:3][C:4]2([CH2:5][CH2:6][N:7]([C:10]([c:11]3[cH:12][cH:13][c:14]([C:17]#[N:18])[cH:15][cH:16]3)=[S:30])[CH2:8][CH2:9]2)[O:20]1. Starting materials: OC=1C=CC(=NC1)C(=O)O (5-hydroxypyridine-2-carboxylic acid), BrC=1C=C2C[C@@H](CC2=CC1)N ((R)-5-bromo-indan-2-ylamine). Product: BrC=1C=C2C[C@@H](CC2=CC1)NC(=O)C1=NC=C(C=C1)O (N-((R)-5-Bromoindan-2-yl)-5-hydroxypyridine-2-carboxamide). RXN SMILES: [OH:1][C:2]1[CH:3]=[CH:4][C:5]([C:8]([OH:10])=O)=[N:6][CH:7]=1.[Br:11][C:12]1[CH:13]=[C:14]2[C:18](=[CH:19][CH:20]=1)[CH2:17][C@@H:16]([NH2:21])[CH2:15]2>>[Br:11][C:12]1[CH:13]=[C:14]2[C:18](=[CH:19][CH:20]=1)[CH2:17][C@@H:16]([NH:21][C:8]([C:5]1[CH:4]=[CH:3][C:2]([OH:1])=[CH:7][N:6]=1)=[O:10])[CH2:15]2. Reported procedure: According to method C, 5-hydroxypyridine-2-carboxylic acid was reacted with (R)-5-bromo-indan-2-ylamine. This afforded the product with the molecular weight of 333.19 (C15H13BrN2O2); MS (ESI); 333 (M+H+). Starting materials: ClC1=CC(=CC(=N1)COCC1(CCN(CC1)C(=O)OC(C)(C)C)C1=CC=CC=C1)C(F)(F)F (tert-butyl 4-(((6-chloro-4-(trifluoromethyl)pyridine-2yl)methoxy)methyl)-4-phenylpiperidine-1-carboxylate), COC1=CC=C(C=C1)B(O)O (4-methoxyphenyl boronic acid). The reagents and catalysts are C=1C=CC(=CC1)[P](C=2C=CC=CC2)(C=3C=CC=CC3)[Pd]([P](C=4C=CC=CC4)(C=5C=CC=CC5)C=6C=CC=CC6)([P](C=7C=CC=CC7)(C=8C=CC=CC8)C=9C=CC=CC9)[P](C=1C=CC=CC1)(C=1C=CC=CC1)C=1C=CC=CC1 (tetrakis(triphenylphosphine)palladium(0)). The solvent is O1CCCC1 (tetrahydrofuran). Reaction conditions: temperature 120 celsius. Yields the product COC1=CC=C(C=C1)C1=NC(=CC(=C1)C(F)(F)F)COCC1(CCNCC1)C1=CC=CC=C1 (2-(4-methoxyphenyl)-6-(((4-phenylpiperidin-4-yl)methoxy)methyl)-4-(trifluoromethyl)pyridine). Isolated yield 42.8%. As a reaction SMILES: Cl[C:2]1[N:7]=[C:6]([CH2:8][O:9][CH2:10][C:11]2([C:24]3[CH:29]=[CH:28][CH:27]=[CH:26][CH:25]=3)[CH2:16][CH2:15][N:14](C(OC(C)(C)C)=O)[CH2:13][CH2:12]2)[CH:5]=[C:4]([C:30]([F:33])([F:32])[F:31])[CH:3]=1.[CH3:34][O:35][C:36]1[CH:41]=[CH:40][C:39](B(O)O)=[CH:38][CH:37]=1>O1CCCC1.C1C=CC([P]([Pd]([P](C2C=CC=CC=2)(C2C=CC=CC=2)C2C=CC=CC=2)([P](C2C=CC=CC=2)(C2C=CC=CC=2)C2C=CC=CC=2)[P](C2C=CC=CC=2)(C2C=CC=CC=2)C2C=CC=CC=2)(C2C=CC=CC=2)C2C=CC=CC=2)=CC=1>[CH3:34][O:35][C:36]1[CH:41]=[CH:40][C:39]([C:2]2[CH:3]=[C:4]([C:30]([F:33])([F:32])[F:31])[CH:5]=[C:6]([CH2:8][O:9][CH2:10][C:11]3([C:24]4[CH:29]=[CH:28][CH:27]=[CH:26][CH:25]=4)[CH2:16][CH2:15][NH:14][CH2:13][CH2:12]3)[N:7]=2)=[CH:38][CH:37]=1 |^1:53,55,74,93|. Procedure: tert-butyl 4-(((6-chloro-4-(trifluoromethyl)pyridine-2yl)methoxy)methyl)-4-phenylpiperidine-1-carboxylate (100.0 mg, 0.21 mmol); 4-methoxyphenyl boronic acid (128.0 mg, 0.84 mmol), and tetrakis(triphenylphosphine)palladium(0) (48 mg, 0.04 mmol) were combined in dry tetrahydrofuran (3 mL) in a sealed tube. The mixture was flushed with nitrogen then 0.75 mL of a 1 N potassium hydroxide aqueous solution was introduced. The mixture was heated at 120° C. for 2 h. After cooling to room temperature, th... Reactants: C(CCCC)C1CCC(CC1)CC=O (2-(4-pentylcyclohexyl)acetaldehyde), C[Si](OCC1=CC=C(C=C1)C#C)(C)C (4-Trimethylsilyloxymethylphenylacetylene), Cl (hydrochloric acid), raw solution. Solvent: C1CCOC1 (THF), C1CCOC1 (THF). The product is C[Si](OCC1=CC=C(C=C1)C#CC(C[C@@H]1CC[C@H](CC1)CCCCC)O)(C)C (1-(4-trimethylsilyloxymethylphenyl)-4-(trans-4-pentylcyclohexyl)-1-butyn-3-ol). Yield: 62.4%. RXN SMILES: [CH3:1][Si:2]([CH3:14])([CH3:13])[O:3][CH2:4][C:5]1[CH:10]=[CH:9][C:8]([C:11]#[CH:12])=[CH:7][CH:6]=1.[CH2:15]([CH:20]1[CH2:25][CH2:24][CH:23]([CH2:26][CH:27]=[O:28])[CH2:22][CH2:21]1)[CH2:16][CH2:17][CH2:18][CH3:19].Cl>C1COCC1>[CH3:1][Si:2]([CH3:13])([CH3:14])[O:3][CH2:4][C:5]1[CH:10]=[CH:9][C:8]([C:11]#[C:12][CH:27]([OH:28])[CH2:26][C@H:23]2[CH2:24][CH2:25][C@H:20]([CH2:15][CH2:16][CH2:17][CH2:18][CH3:19])[CH2:21][CH2:22]2)=[CH:7][CH:6]=1. Procedure details: 4-Trimethylsilyloxymethylphenylacetylene (20 mmol) was dissolved in THF (20 ml), followed by dropwise adding n-butyllithium-hexane solution (1.61M, 12.4 ml) while stirring the above solution under ice-cooling, stirring the reaction solution under ice-cooling for 30 minutes, dropwise adding a solution of 2-(4-pentylcyclohexyl)acetaldehyde (4.0 g) in THF (10 ml), raising the temperature of the reaction solution up to room temperature after completion of the dropwise addition, stirring for 5 hours,... Starting materials: C(C)(C)S(=O)(=O)N1C(=NC2=C1C=C(C=C2)C(C2=CC=CC=C2)=C)N (1-isopropylsulfonyl-2-amino-6-(α-methylenebenzyl)benzimidazole), ClN1C(CCC1=O)=O (N-chlorosuccinimide). The solvent is O1CCCC1 (tetrahydrofuran). The product is C(C)(C)S(=O)(=O)N1C(=NC2=C1C=C(C=C2)C(C2=CC=CC=C2)=CCl)N (1-Isopropylsulfonyl-2-amino-6-(α-chloromethylenebenzyl)benzimidazole). Isolated yield 34.0%. As a reaction SMILES: [CH:1]([S:4]([N:7]1[C:11]2[CH:12]=[C:13]([C:16](=[CH2:23])[C:17]3[CH:22]=[CH:21][CH:20]=[CH:19][CH:18]=3)[CH:14]=[CH:15][C:10]=2[N:9]=[C:8]1[NH2:24])(=[O:6])=[O:5])([CH3:3])[CH3:2].[Cl:25]N1C(=O)CCC1=O>O1CCCC1>[CH:1]([S:4]([N:7]1[C:11]2[CH:12]=[C:13]([C:16](=[CH:23][Cl:25])[C:17]3[CH:18]=[CH:19][CH:20]=[CH:21][CH:22]=3)[CH:14]=[CH:15][C:10]=2[N:9]=[C:8]1[NH2:24])(=[O:5])=[O:6])([CH3:3])[CH3:2]. Procedure details: To a stirred solution of 4.0 g. of 1-isopropylsulfonyl-2-amino-6-(α-methylenebenzyl)benzimidazole (from U.S. Pat. No. 4,118,742) in 100 ml. of tetrahydrofuran was added in one portion 1.56 g. of N-chlorosuccinimide. The reaction mixture was heated at reflux for two and one-half hours, and then cooled to room temperature. The reaction solvent was removed by evaporation under reduced pressure to provide the crude product as a gum. The gum was suspended in water, and then was extracted into chlorof...